From a dataset of the Open Reaction Database (ORD), a public repository of structured organic reaction records. describe an organic reaction: reactants, conditions, products, and yield Starting materials: CCO, Cc1cc(C#N)cc([N+](=O)[O-])c1N, O, O, Cl[Sn](Cl)(Cl)Cl. Product: Cc1cc(C#N)cc(N)c1N. Reaction SMILES: [CH3:21][CH2:22][OH:23].[NH2:1][c:2]1[c:3]([CH3:13])[cH:4][c:5]([C:6]#[N:7])[cH:8][c:9]1[N+:10]([O-:11])=[O:12].[OH2:14].[OH2:15].[Sn:16]([Cl:17])([Cl:18])([Cl:19])[Cl:20]>>[NH2:1][c:2]1[c:3]([CH3:13])[cH:4][c:5]([C:6]#[N:7])[cH:8][c:9]1[NH2:10]. Reactants: CC=1C=C(C(=NC1C)O)[N+](=O)[O-] (5,6-dimethyl-3-nitropyridin-2-ol), P(=O)(Cl)(Cl)Cl (phosphorus oxychloride). The reagents and catalysts are [Cl-].C(C1=CC=CC=C1)[N+](CC)(CC)CC (benzyltriethylammonium chloride). Solvent: C(C)#N (acetonitrile). Reaction conditions: time 8 hour. Product: ClC1=NC(=C(C=C1[N+](=O)[O-])C)C (2-chloro-5,6-dimethyl-3-nitropyridine). Yield: 92.5%. As a reaction SMILES: [CH3:1][C:2]1[CH:3]=[C:4]([N+:10]([O-:12])=[O:11])[C:5](O)=[N:6][C:7]=1[CH3:8].P(Cl)(Cl)([Cl:15])=O>[Cl-].C([N+](CC)(CC)CC)C1C=CC=CC=1.C(#N)C>[Cl:15][C:5]1[C:4]([N+:10]([O-:12])=[O:11])=[CH:3][C:2]([CH3:1])=[C:7]([CH3:8])[N:6]=1 |f:2.3|. Procedure: A mixture of 5,6-dimethyl-3-nitropyridin-2-ol (7.09 g, 42.2 mmol), benzyltriethylammonium chloride (4.82 g, 21.1 mmol) and acetonitrile (90 mL) at room temperature was slowly treated with phosphorus oxychloride (11.8 mL, 125 mmol) then heated to reflux and stirred overnight. The mixture was concentrated under reduced pressure and treated with ice-water (220 mL) and basified with concentrated ammonium hydroxide (100 mL). The mixture was extracted with dichloromethane (3×100 mL) and the combined e... Product: C(=O)(O)[C@@H](O)[C@H](O)C(=O)O.O1[C@H](COC2=C1C=CC=C2)CN2C[C@@](CCC2)(C)COCCO (2-{(S)-1-[(S)-1-(2,3-Dihydrobenzo[1,4]dioxin-2-yl)methyl]-3-methylpiperidin-3-ylmethoxy}-ethanol D-tartrate). Procedure: A mixture of 2-{(S)-1-[(S)-1-(2,3-dihydrobenzo[1,4]dioxin-2-yl)methyl]-3-methylpiperidin-3-ylmethoxy}-ethanol (3.1 g, 9.6 mmol) and acetone (30 ml) was heated to 50° C. and D-tartaric acid (1.45 g, 9.7 mmol) was added in small portions at 50° C. The reaction mixture was refluxed for 1 h, after which it was cooled down to RT and the solvent was evaporated. The residue was dried under vacuum at 40° C. to give 4.17 g of the title salt. The solvent is CC(=O)C (acetone). Reaction SMILES: [O:1]1[C:6]2[CH:7]=[CH:8][CH:9]=[CH:10][C:5]=2[O:4][CH2:3][C@@H:2]1[CH2:11][N:12]1[CH2:17][CH2:16][CH2:15][C@@:14]([CH2:19][O:20][CH2:21][CH2:22][OH:23])([CH3:18])[CH2:13]1.[C:24]([OH:33])(=[O:32])[C@H:25]([C@@H:27]([C:29]([OH:31])=[O:30])[OH:28])[OH:26]>CC(C)=O>[C:29]([C@H:27]([C@@H:25]([C:24]([OH:33])=[O:32])[OH:26])[OH:28])([OH:31])=[O:30].[O:1]1[C:6]2[CH:7]=[CH:8][CH:9]=[CH:10][C:5]=2[O:4][CH2:3][C@@H:2]1[CH2:11][N:12]1[CH2:17][CH2:16][CH2:15][C@@:14]([CH2:19][O:20][CH2:21][CH2:22][OH:23])([CH3:18])[CH2:13]1 |f:3.4|. Starting materials: O1[C@H](COC2=C1C=CC=C2)CN2C[C@@](CCC2)(C)COCCO (2-{(S)-1-[(S)-1-(2,3-dihydrobenzo[1,4]dioxin-2-yl)methyl]-3-methylpiperidin-3-ylmethoxy}-ethanol), C([C@@H](O)[C@H](O)C(=O)O)(=O)O (D-tartaric acid). Reaction conditions: temperature 50 celsius. Isolated yield 92.1%. Reaction conditions: temperature 65 celsius, time 1 hour. Procedure details: A mixture of 2-cyano-7-methoxybenzofuran (4.17 g), hexamethylenetetramine (3.38 g), and trifluoroacetic acid (62 ml) was stirred at 60 to 70° C. for one hour. The mixture was concentrated and the residue was purified by silica gel column chromatography (toluene/ethyl acetate=20/1) to give Compound IIi (1.02 g, 21%) as colorless crystals. As a reaction SMILES: [C:1]([C:3]1[O:4][C:5]2[C:11]([O:12][CH3:13])=[CH:10][CH:9]=[CH:8][C:6]=2[CH:7]=1)#[N:2].C1N2CN3CN(C2)CN1C3.FC(F)(F)[C:26](O)=[O:27]>>[C:1]([C:3]1[O:4][C:5]2[C:6](=[C:8]([CH:26]=[O:27])[CH:9]=[CH:10][C:11]=2[O:12][CH3:13])[CH:7]=1)#[N:2]. Starting materials: C(#N)C=1OC2=C(C1)C=CC=C2OC (2-cyano-7-methoxybenzofuran), C1N2CN3CN1CN(C2)C3 (hexamethylenetetramine), FC(C(=O)O)(F)F (trifluoroacetic acid). Yields the product C(#N)C=1OC=2C(C1)=C(C=CC2OC)C=O (2-Cyano-7-methoxybenzofuran-4-carbaldehyde). The yield is 21.0%. RXN SMILES: [Br:17][N:18]1[C:19](=[O:20])[CH2:21][CH2:22][C:23]1=[O:24].[C:1]([CH3:2])([CH3:3])([CH3:4])[Si:5]([CH3:6])([CH3:7])[O:8][c:9]1[c:10]([Cl:16])[cH:11][cH:12][c:13]([CH3:15])[cH:14]1.[C:25]([O:26][O:27][C:28](=[O:29])[c:30]1[cH:31][cH:32][cH:33][cH:34][cH:35]1)(=[O:36])[c:37]1[cH:38][cH:39][cH:40][cH:41][cH:42]1.[Cl:43][CH:44]([Cl:45])[Cl:46]>>[C:1]([CH3:2])([CH3:3])([CH3:4])[Si:5]([CH3:6])([CH3:7])[O:8][c:9]1[c:10]([Cl:16])[cH:11][cH:12][c:13]([CH2:15][Br:17])[cH:14]1. Reactants: O=C1CCC(=O)N1Br, Cc1ccc(Cl)c(O[Si](C)(C)C(C)(C)C)c1, O=C(OOC(=O)c1ccccc1)c1ccccc1, ClC(Cl)Cl. Yields the product CC(C)(C)[Si](C)(C)Oc1cc(CBr)ccc1Cl. Product: [Br-], CCCCCCCCCCCCCCOc1cccc(CC(=O)Nc2ccccc2C[n+]2csc(C)c2)c1. Reactants: CCCCCCCCCCCCCCOc1cccc(CC(=O)Nc2ccccc2CBr)c1, Cc1cncs1, Cc1ccccc1. RXN SMILES: [Br:1][CH2:2][c:3]1[c:4]([NH:9][C:10]([CH2:11][c:12]2[cH:13][c:14]([O:18][CH2:19][CH2:20][CH2:21][CH2:22][CH2:23][CH2:24][CH2:25][CH2:26][CH2:27][CH2:28][CH2:29][CH2:30][CH2:31][CH3:32])[cH:15][cH:16][cH:17]2)=[O:33])[cH:5][cH:6][cH:7][cH:8]1.[CH3:34][c:35]1[cH:36][n:37][cH:38][s:39]1.[CH3:40][c:41]1[cH:42][cH:43][cH:44][cH:45][cH:46]1>>[Br-:1].[CH2:2]([c:3]1[c:4]([NH:9][C:10]([CH2:11][c:12]2[cH:13][c:14]([O:18][CH2:19][CH2:20][CH2:21][CH2:22][CH2:23][CH2:24][CH2:25][CH2:26][CH2:27][CH2:28][CH2:29][CH2:30][CH2:31][CH3:32])[cH:15][cH:16][cH:17]2)=[O:33])[cH:5][cH:6][cH:7][cH:8]1)[n+:37]1[cH:36][c:35]([CH3:34])[s:39][cH:38]1. The reactants are Cc1cc(C2CCCCN2)c(C)cc1N, CC(C)O, Cc1cc(Nc2nc(Cl)ncc2Cl)n[nH]1, Cl. Yields the product Cc1cc(Nc2nc(Nc3cc(C)c(C4CCCCN4)cc3C)ncc2Cl)n[nH]1. As a reaction SMILES: [CH3:16][c:17]1[c:18]([NH2:19])[cH:20][c:21]([CH3:30])[c:22]([CH:24]2[NH:25][CH2:26][CH2:27][CH2:28][CH2:29]2)[cH:23]1.[CH3:32][CH:33]([OH:34])[CH3:35].[Cl:1][c:2]1[n:3][cH:4][c:5]([Cl:15])[c:6]([NH:8][c:9]2[n:10][nH:11][c:12]([CH3:14])[cH:13]2)[n:7]1.[ClH:31]>>[c:2]1([NH:19][c:18]2[c:17]([CH3:16])[cH:23][c:22]([CH:24]3[NH:25][CH2:26][CH2:27][CH2:28][CH2:29]3)[c:21]([CH3:30])[cH:20]2)[n:3][cH:4][c:5]([Cl:15])[c:6]([NH:8][c:9]2[n:10][nH:11][c:12]([CH3:14])[cH:13]2)[n:7]1. Procedure details: In an autoclave, a solution of 75.1 g (0.27 mole) of ethyl 4-[(2-hydroxyiminocyclopentyl)methyl]benzeneacetate in 800 ml of anhydrous ethanol saturated with NH3 is combined with about 37.5 g of Raney Nickel in water. The mixture is stirred under 80 atmospheres of hydrogen, at 80° C. during 4 hours. After cooling, the catalyst is filtered and rinsed with ethanol. The concentrated filtrate under reduced pressure, gives 69.3 g (yield=98.3%) of an orange oil which crystallizes but which is used with... Starting materials: ON=C1C(CCC1)CC1=CC=C(C=C1)CC(=O)OCC (ethyl 4-[(2-hydroxyiminocyclopentyl)methyl]benzeneacetate), N (NH3), [H][H] (hydrogen). Product: NC1C(CCC1)CC1=CC=C(C=C1)CC(=O)OCC (Ethyl 4-[(2-aminocyclopentyl)methyl]benzeneacetate). The solvent is C(C)O (ethanol), O (water). As a reaction SMILES: O[N:2]=[C:3]1[CH2:7][CH2:6][CH2:5][CH:4]1[CH2:8][C:9]1[CH:14]=[CH:13][C:12]([CH2:15][C:16]([O:18][CH2:19][CH3:20])=[O:17])=[CH:11][CH:10]=1.N.[H][H]>C(O)C.[Ni].O>[NH2:2][CH:3]1[CH2:7][CH2:6][CH2:5][CH:4]1[CH2:8][C:9]1[CH:10]=[CH:11][C:12]([CH2:15][C:16]([O:18][CH2:19][CH3:20])=[O:17])=[CH:13][CH:14]=1. The yield is 98.2%. The reagents and catalysts are [Ni] (Raney Nickel).